From a dataset of the Open Reaction Database (ORD), a public repository of structured organic reaction records. describe an organic reaction: reactants, conditions, products, and yield The reactants are Clc1nccnc1Cl, [H-], [Na+], CN(C)C=O, O, OC1CCN(c2ccc3ccccc3n2)CC1. Yields the product Clc1nccnc1OC1CCN(c2ccc3ccccc3n2)CC1. RXN SMILES: [Cl:20][c:21]1[n:22][cH:23][cH:24][n:25][c:26]1[Cl:27].[H-:18].[Na+:19].[O:28]=[CH:29][N:30]([CH3:31])[CH3:32].[OH2:33].[n:1]1[c:2]([N:11]2[CH2:12][CH2:13][CH:14]([OH:17])[CH2:15][CH2:16]2)[cH:3][cH:4][c:5]2[cH:6][cH:7][cH:8][cH:9][c:10]12>>[n:1]1[c:2]([N:11]2[CH2:12][CH2:13][CH:14]([O:17][c:26]3[c:21]([Cl:20])[n:22][cH:23][cH:24][n:25]3)[CH2:15][CH2:16]2)[cH:3][cH:4][c:5]2[cH:6][cH:7][cH:8][cH:9][c:10]12. Starting materials: Cl.FC1=C(C=CC(=C1)F)CC(OCC)=N (Ethyl 2-(2,4-difluorophenyl)acetimidate hydrochloride), N#CN (cyanamide). Run in C(C)O (ethanol), C(C)OCC (diethyl ether). Conditions: time 3 day. The product is C(#N)N=C(CC1=C(C=C(C=C1)F)F)OCC (Ethyl N-cyano-2-(2,4-difluorophenyl)acetimidate). Reaction SMILES: Cl.[F:2][C:3]1[CH:8]=[C:7]([F:9])[CH:6]=[CH:5][C:4]=1[CH2:10][C:11](=[NH:15])[O:12][CH2:13][CH3:14].[N:16]#[C:17]N>C(O)C.C(OCC)C>[C:17]([N:15]=[C:11]([O:12][CH2:13][CH3:14])[CH2:10][C:4]1[CH:5]=[CH:6][C:7]([F:9])=[CH:8][C:3]=1[F:2])#[N:16] |f:0.1|. Procedure details: To a solution of Example 4A (7.0 g, 29.7 mmol) in ethanol (100 mL) was added a solution of cyanamide (1.25 g, 29.7 mmol) in diethyl ether (25 mL). The reaction mixture was stirred at room temperature for 3 days. The reaction mixture was then filtered and the filtrate was concentrated to obtain the titled compound. MS (ESI+) m/z 225 (M+H)+. Reactants: solution, CS(=O)(=O)O (methanesulfonic acid), FC1=C(C=CC(=C1)F)C1=C(N=C(N1)C1(CC1)CO)C1=CC=C2C(=N1)OC(=N2)N[C@H](COCC)C ([1-[5-(2,4-Difluorophenyl)-4-[2-[[(1S)-2-ethoxy-1-methyl-ethyl]amino]oxazolo[5,4-b]pyridin-5-yl]-1H-imidazol-2-yl]cyclopropyl]methanol). Run in CO (methanol), ClCCl.CO (dichloromethane methanol). Run at time 30 minute. Product: CS(=O)(=O)OCC1(CC1)C=1NC(=C(N1)C1=CC=C2C(=N1)OC(=N2)N[C@H](COCC)C)C2=C(C=C(C=C2)F)F ([1-[5-(2,4-Difluorophenyl)-4-[2-[[(1S)-2-ethoxy-1-methyl-ethyl]amino]oxazolo[5,4-b]pyridin-5-yl]-1H-imidazol-2-yl]cyclopropyl]methanol methanesulfonate). Isolated yield 96.0%. As a reaction SMILES: [F:1][C:2]1[CH:7]=[C:6]([F:8])[CH:5]=[CH:4][C:3]=1[C:9]1[NH:13][C:12]([C:14]2([CH2:17][OH:18])[CH2:16][CH2:15]2)=[N:11][C:10]=1[C:19]1[N:24]=[C:23]2[O:25][C:26]([NH:28][C@@H:29]([CH3:34])[CH2:30][O:31][CH2:32][CH3:33])=[N:27][C:22]2=[CH:21][CH:20]=1.[CH3:35][S:36](O)(=[O:38])=[O:37]>ClCCl.CO.CO>[CH3:35][S:36]([O:18][CH2:17][C:14]1([C:12]2[NH:13][C:9]([C:3]3[CH:4]=[CH:5][C:6]([F:8])=[CH:7][C:2]=3[F:1])=[C:10]([C:19]3[N:24]=[C:23]4[O:25][C:26]([NH:28][C@@H:29]([CH3:34])[CH2:30][O:31][CH2:32][CH3:33])=[N:27][C:22]4=[CH:21][CH:20]=3)[N:11]=2)[CH2:15][CH2:16]1)(=[O:38])=[O:37] |f:2.3|. Reported procedure: [1-[5-(2,4-Difluorophenyl)-4-[2-[[(1S)-2-ethoxy-1-methyl-ethyl]amino]oxazolo[5,4-b]pyridin-5-yl]-1H-imidazol-2-yl]cyclopropyl]methanol (0.56 g, 1.19 mmol) is dissolved in a 1:1 mixture of dichloromethane/methanol (12 mL total). A 0.5 M solution of methanesulfonic acid in methanol (2.37 mL) is added dropwise to the solution. The mixture is stirred at RT for 30 min and then the solvent is evaporated under reduced pressure. The residue is mixed with methanol and concentrated twice to afford the tit... Starting materials: CCOC(=O)CBr, C=CCN, C1CCOC1. Product: C=CCNCC(=O)OCC. RXN SMILES: [Br:1][CH2:2][C:3](=[O:4])[O:5][CH2:6][CH3:7].[CH2:8]([CH:9]=[CH2:10])[NH2:11].[O:12]1[CH2:13][CH2:14][CH2:15][CH2:16]1>>[CH2:2]([C:3](=[O:4])[O:5][CH2:6][CH3:7])[NH:11][CH2:8][CH:9]=[CH2:10]. Starting materials: C1(O)=CC(O)=CC=C1 (Resorcinol), C(=C)(C)C1=CC(=CC=C1)C(=C)C (m-diisopropenylbenzene), O.C1(=CC=C(C=C1)S(=O)(=O)O)C (p-toluenesulfonic acid monohydrate), C(C)O (ethanol). Product: OC1=C(C=CC(=C1)O)C(C)(C)C1=CC(=CC=C1)C(C)(C)C1=C(C=C(C=C1)O)O (Alpha,alpha'-bis(2,4-dihydroxyphenyl)-1,3-diisopropylbenzene). As a reaction SMILES: [C:1]1([CH:8]=[CH:7][CH:6]=[C:4]([OH:5])[CH:3]=1)[OH:2].[C:9]([C:12]1[CH:17]=[CH:16][CH:15]=[C:14]([C:18]([CH3:20])=[CH2:19])[CH:13]=1)([CH3:11])=[CH2:10].[OH2:21].[C:22]1(C)C=C[C:25](S(O)(=O)=O)=[CH:24][CH:23]=1.[CH2:33]([OH:35])[CH3:34]>>[OH:2][C:1]1[CH:3]=[C:4]([OH:5])[CH:6]=[CH:7][C:8]=1[C:18]([C:14]1[CH:15]=[CH:16][CH:17]=[C:12]([C:9]([C:23]2[CH:24]=[CH:25][C:33]([OH:35])=[CH:34][C:22]=2[OH:21])([CH3:11])[CH3:10])[CH:13]=1)([CH3:20])[CH3:19] |f:2.3|. Procedure details: 88.1 g Resorcinol, 15.8 g m-diisopropenylbenzene, 2.0 g p-toluenesulfonic acid monohydrate in 150 ml of ethanol were reacted for 41 hours at ambient temperature. The product was precipitated from water, washed with water, and vacuum dried at 60° C. About 33.7 g of a product mixture was obtained that was at least 92 percent pure. Starting materials: F[B-](F)(F)F, CC(C)(N)c1ccccc1, CCOC(=O)n1nc(NC(=O)c2ccc(CCl)cc2)c2cc(C(=O)O)sc21, ClCCl, CN(C)C(On1nnc2ccccc21)=[N+](C)C. Product: CCOC(=O)n1nc(NC(=O)c2ccc(CCl)cc2)c2cc(C(=O)NC(C)(C)c3ccccc3)sc21. Reaction SMILES: [B-:11]([F:12])([F:13])([F:14])[F:15].[C:1]([CH3:2])([CH3:3])([c:4]1[cH:5][cH:6][cH:7][cH:8][cH:9]1)[NH2:10].[CH2:33]([CH3:34])[O:35][C:36](=[O:37])[n:38]1[n:39][c:40]([NH:49][C:50]([c:51]2[cH:52][cH:53][c:54]([CH2:57][Cl:58])[cH:55][cH:56]2)=[O:59])[c:41]2[c:42]1[s:43][c:44]([C:46](=[O:47])[OH:48])[cH:45]2.[Cl:60][CH2:61][Cl:62].[n:16]1([O:17][C:18]([N:19]([CH3:20])[CH3:21])=[N+:22]([CH3:23])[CH3:24])[c:25]2[cH:26][cH:27][cH:28][cH:29][c:30]2[n:31][n:32]1>>[C:1]([CH3:2])([CH3:3])([c:4]1[cH:5][cH:6][cH:7][cH:8][cH:9]1)[NH:10][C:46]([c:44]1[s:43][c:42]2[n:38]([C:36]([O:35][CH2:33][CH3:34])=[O:37])[n:39][c:40]([NH:49][C:50]([c:51]3[cH:52][cH:53][c:54]([CH2:57][Cl:58])[cH:55][cH:56]3)=[O:59])[c:41]2[cH:45]1)=[O:47]. Reactants: C1CCOC1, Cc1ccccc1, COc1cccc(C(=O)N(C)OC)c1F. Product: COc1cccc(C=O)c1F. RXN SMILES: [CH2:23]1[O:24][CH2:25][CH2:26][CH2:27]1.[CH3:16][c:17]1[cH:18][cH:19][cH:20][cH:21][cH:22]1.[F:1][c:2]1[c:3]([C:4](=[O:5])[N:6]([O:7][CH3:8])[CH3:9])[cH:10][cH:11][cH:12][c:13]1[O:14][CH3:15]>>[F:1][c:2]1[c:3]([CH:4]=[O:5])[cH:10][cH:11][cH:12][c:13]1[O:14][CH3:15]. Reactants: C(CCC)[Li] (butyl lithium), ClC1=CC=C(CN2C=NC=C2)C=C1 (1-(p-chlorobenzyl)imidazole), ( A ), CN(CCN(C)C)C (N,N,N',N'-tetramethylethylenediamine), C(C(=O)[O-])(=O)[O-] (oxalate), ClC1=CC=C(C(=O)C2=CC=C(C=C2)Cl)C=C1 (4,4'-dichlorobenzophenone). Run in O1CCCC1 (tetrahydrofuran), CCCCCC (n-hexane), O1CCCC1 (tetrahydrofuran). Reaction conditions: time 1 hour. Product: ClC1=CC=C(CN2C(=NC=C2)C(O)(C2=CC=C(C=C2)Cl)C2=CC=C(C=C2)Cl)C=C1 (1-(p-Chlorobenzyl)-α,α-bis-(p-chlorophenyl)imidazole-2-methanol). As a reaction SMILES: C([Li])CCC.[Cl:6][C:7]1[CH:18]=[CH:17][C:10]([CH2:11][N:12]2[CH:16]=[CH:15][N:14]=[CH:13]2)=[CH:9][CH:8]=1.C([O-])(=O)C([O-])=O.CN(C)CCN(C)C.[Cl:33][C:34]1[CH:48]=[CH:47][C:37]([C:38]([C:40]2[CH:45]=[CH:44][C:43]([Cl:46])=[CH:42][CH:41]=2)=[O:39])=[CH:36][CH:35]=1>CCCCCC.O1CCCC1>[Cl:6][C:7]1[CH:18]=[CH:17][C:10]([CH2:11][N:12]2[CH:16]=[CH:15][N:14]=[C:13]2[C:38]([C:37]2[CH:47]=[CH:48][C:34]([Cl:33])=[CH:35][CH:36]=2)([C:40]2[CH:41]=[CH:42][C:43]([Cl:46])=[CH:44][CH:45]=2)[OH:39])=[CH:9][CH:8]=1. Procedure: In the course of one hour, 64 ml. (0.105 mol) of 15% butyl lithium in n-hexane were added dropwise at -65° to -70° C. and under a nitrogen atmosphere, to a solution of 19.3 g (0.1 mol) of 1-(p-chlorobenzyl)imidazole (prepared from the oxalate described under (A) and 12.2 g (0.105 mol) of N,N,N',N'-tetramethylethylenediamine in 150 ml. of anhydrous tetrahydrofuran. The reaction mixture was stirred for one hour and then a suspension of 25.1 g (0.1 mol) of 4,4'-dichlorobenzophenone in 150 ml. of an...